From a dataset of the Open Reaction Database (ORD), a public repository of structured organic reaction records. describe an organic reaction: reactants, conditions, products, and yield Starting materials: CCN1CCN(c2cc(NC(=O)OC(C)(C)C)ncn2)CC1, O=C(Cl)C1CCCC1, ClCCl, Cl. Yields the product CCN1CCN(c2cc(NC(=O)C3CCCC3)ncn2)CC1. Reaction SMILES: [C:1]([O:2][C:6]([NH:7][c:8]1[n:9][cH:10][n:11][c:12]([N:14]2[CH2:15][CH2:16][N:17]([CH2:20][CH3:21])[CH2:18][CH2:19]2)[cH:13]1)=[O:22])([CH3:3])([CH3:4])[CH3:5].[CH:23]1([C:28]([Cl:29])=[O:30])[CH2:24][CH2:25][CH2:26][CH2:27]1.[Cl:32][CH2:33][Cl:34].[ClH:31]>>[C:6]([NH:7][c:8]1[n:9][cH:10][n:11][c:12]([N:14]2[CH2:15][CH2:16][N:17]([CH2:20][CH3:21])[CH2:18][CH2:19]2)[cH:13]1)(=[O:22])[CH:23]1[CH2:24][CH2:25][CH2:26][CH2:27]1. Starting materials: C(CC(=O)O)(=O)O (malonic acid), S1C2=C(C=C1)C(=CC=C2)N2CCN(CC2)CCCCOC2=CC=C1C=CC(NC1=C2)=O (7-[4-(4-benzo[b]thiophen-4-yl-piperazin-1-yl)-butoxy]-1H-quinolin-2-one). The solvent is CO (methanol), ClCCl (dichloromethane), CO (methanol). Conditions: temperature 60 celsius. The product is C(CC(=O)O)(=O)O.S1C2=C(C=C1)C(=CC=C2)N2CCN(CC2)CCCCOC2=CC=C1C=CC(NC1=C2)=O (7-[4-(4-benzo[b]thiophen-4-yl-piperazin-1-yl)-butoxy]-1H-quinolin-2-one malonate). Yield: 96.8%. Reaction SMILES: [S:1]1[CH:5]=[CH:4][C:3]2[C:6]([N:10]3[CH2:15][CH2:14][N:13]([CH2:16][CH2:17][CH2:18][CH2:19][O:20][C:21]4[CH:30]=[C:29]5[C:24]([CH:25]=[CH:26][C:27](=[O:31])[NH:28]5)=[CH:23][CH:22]=4)[CH2:12][CH2:11]3)=[CH:7][CH:8]=[CH:9][C:2]1=2.[C:32]([OH:38])(=[O:37])[CH2:33][C:34]([OH:36])=[O:35]>ClCCl.CO>[C:32]([OH:38])(=[O:37])[CH2:33][C:34]([OH:36])=[O:35].[S:1]1[CH:5]=[CH:4][C:3]2[C:6]([N:10]3[CH2:11][CH2:12][N:13]([CH2:16][CH2:17][CH2:18][CH2:19][O:20][C:21]4[CH:30]=[C:29]5[C:24]([CH:25]=[CH:26][C:27](=[O:31])[NH:28]5)=[CH:23][CH:22]=4)[CH2:14][CH2:15]3)=[CH:7][CH:8]=[CH:9][C:2]1=2 |f:4.5|. Procedure: A suspension of 7-[4-(4-benzo[b]thiophen-4-yl-piperazin-1-yl)-butoxy]-1H-quinolin-2-one (2 g) in dichloromethane (20 ml) and methanol (20 ml) was warmed to 60° C., dissolved, and malonic acid (0.53 g) dissolved in methanol was added at room temperature. The precipitated crystals were collected by filtration, and dried to give 7-[4-(4-benzo[b]thiophen-4-yl-piperazin-1-yl)-butoxy]-1H-quinolin-2-one malonate (2.4 g). Starting materials: ClB(N(C(C)C)C(C)C)Cl (dichloro(diisopropylamino) boron), C(=CCCC)C1=CCC2=CC=CC=C12 (3-(1-pentenyl) indene), C(CCC)[Li] (n-butyllithium). The solvent is C(C)OCC (diethyl ether), C(C)OCC (diethyl ether). Reaction conditions: temperature -74 celsius, time 3 hour. Yields the product ClB(C1C=C(C2=CC=CC=C12)C=CCCC)N(C(C)C)C(C)C (Monochloro(diisopropylamino)-3-(1-pentenyl)indenylboron). RXN SMILES: [CH:1]([C:6]1[C:14]2[C:9](=[CH:10][CH:11]=[CH:12][CH:13]=2)[CH2:8][CH:7]=1)=[CH:2][CH2:3][CH2:4][CH3:5].C([Li])CCC.[Cl:20][B:21](Cl)[N:22]([CH:26]([CH3:28])[CH3:27])[CH:23]([CH3:25])[CH3:24]>C(OCC)C>[Cl:20][B:21]([N:22]([CH:26]([CH3:28])[CH3:27])[CH:23]([CH3:25])[CH3:24])[CH:8]1[C:9]2[C:14](=[CH:13][CH:12]=[CH:11][CH:10]=2)[C:6]([CH:1]=[CH:2][CH2:3][CH2:4][CH3:5])=[CH:7]1. Procedure: Metallocene MET-1, shown below, was synthesized by first reacting lithiated indene with 5-bromo-1-pentene. Pure 3-(1-pentenyl) indene was obtained via vacuum distillation as a pale yellow oil. One mole of 3-(1-pentenyl) indene was added to diethyl ether and cooled to −74° C., and one mole of n-butyllithium was added. The reaction mixture was stirred at 21° C. for 3 hr, then cooled again to −74° C., followed by the addition of a diethyl ether solution of dichloro(diisopropylamino) boron, and then...